From a dataset of the Open Reaction Database (ORD), a public repository of structured organic reaction records. describe an organic reaction: reactants, conditions, products, and yield Reactants: ClC1=C(C=CC(=C1)F)C=C(C(=O)OC)C(CCN1CSCC1)=O (Methyl 3-(2-chloro-4-fluorophenyl)-2-[3-(1,3-thiazolidin -3-yl)-propanoyl]-acrylate), Cl.FC=1C(=NC=C(C1)F)C(N)=N (3,5-Difluoro-2-pyridinecarboximidamide hydrochloride), C(C)(=O)[O-].[Na+] (sodium acetate). Solvent: C(C)(C)O (isopropanol). The product is ClC1=C(C=CC(=C1)F)C1N=C(NC(=C1C(=O)OC)CCN1CSCC1)C1=NC=C(C=C1F)F (Methyl 4-(2-chloro-4-fluorophenyl)-2-(3,5-difluoro-2-pyridyl)-6-[2-(1,3-thiazolidin-3-yl)-ethyl]-1,4-dihydropyrimidine-5-carboxylate). RXN SMILES: [Cl:1][C:2]1[CH:7]=[C:6]([F:8])[CH:5]=[CH:4][C:3]=1[CH:9]=[C:10]([C:15](=O)[CH2:16][CH2:17][N:18]1[CH2:22][CH2:21][S:20][CH2:19]1)[C:11]([O:13][CH3:14])=[O:12].Cl.[F:25][C:26]1[C:27]([C:33](=[NH:35])[NH2:34])=[N:28][CH:29]=[C:30]([F:32])[CH:31]=1.C([O-])(=O)C.[Na+]>C(O)(C)C>[Cl:1][C:2]1[CH:7]=[C:6]([F:8])[CH:5]=[CH:4][C:3]=1[CH:9]1[C:10]([C:11]([O:13][CH3:14])=[O:12])=[C:15]([CH2:16][CH2:17][N:18]2[CH2:22][CH2:21][S:20][CH2:19]2)[NH:35][C:33]([C:27]2[C:26]([F:25])=[CH:31][C:30]([F:32])=[CH:29][N:28]=2)=[N:34]1 |f:1.2,3.4|. Procedure details: A solution of 0.20 g (0.56 mmol) of the compound from Example IX in 5 ml of isopropanol is heated together with 0.11 g (0.56 mmol) of the compound from Example VI and 0.06 g (0.67 mmol) of sodium acetate under reflux for 2 hours. The reaction mixture is concentrated, and the residue is taken up in ethyl acetate and extracted with dilute hydrochloric acid. The aqueous phase is made alkaline with dilute sodium hydroxide solution and extracted with ethyl acetate. The organic phase is dried over sod... Starting materials: FC=1C=C(N)C=CC1 (3-fluoroaniline), [N-](C#N)C#N.[Na+] (sodium dicyanamide). The product is C(#N)N=C(NC1=CC(=CC=C1)F)N (N″-cyano-N-(3-fluorophenyl)guanidine). As a reaction SMILES: [F:1][C:2]1[CH:3]=[C:4]([CH:6]=[CH:7][CH:8]=1)[NH2:5].[N-:9]([C:12]#[N:13])[C:10]#[N:11].[Na+]>>[C:10]([N:9]=[C:12]([NH2:13])[NH:5][C:4]1[CH:6]=[CH:7][CH:8]=[C:2]([F:1])[CH:3]=1)#[N:11] |f:1.2|. Reported procedure: A solution of 3-fluoroaniline and sodium dicyanamide was processed as described in Example 71A to provide the desired product.